From a dataset of the Open Reaction Database (ORD), a public repository of structured organic reaction records. describe an organic reaction: reactants, conditions, products, and yield Reactants: NC(COCC1=NOC(=N1)[C@@H](CC(=O)OC(C)(C)C)CCCC1CCCCC1)=O (tert-butyl (3R)-3-{3-[(2-amino-2-oxoethoxy)methyl]-1,2,4-oxadiazol-5-yl}-6-cyclohexylhexanoate), FC(C(=O)O)(F)F (trifluoroacetic acid). Solvent: ClCCl (dichloromethane). Reaction conditions: time 4 hour. Yields the product NC(COCC1=NOC(=N1)[C@@H](CC(=O)O)CCCC1CCCCC1)=O ((3R)-3-{3-[(2-Amino-2-oxoethoxy)methyl]-1,2,4-oxadiazol-5-yl}-6-cyclohexylhexanoic acid). Isolated yield 51.0%. RXN SMILES: [NH2:1][C:2](=[O:29])[CH2:3][O:4][CH2:5][C:6]1[N:10]=[C:9]([C@H:11]([CH2:20][CH2:21][CH2:22][CH:23]2[CH2:28][CH2:27][CH2:26][CH2:25][CH2:24]2)[CH2:12][C:13]([O:15]C(C)(C)C)=[O:14])[O:8][N:7]=1.FC(F)(F)C(O)=O>ClCCl>[NH2:1][C:2](=[O:29])[CH2:3][O:4][CH2:5][C:6]1[N:10]=[C:9]([C@H:11]([CH2:20][CH2:21][CH2:22][CH:23]2[CH2:24][CH2:25][CH2:26][CH2:27][CH2:28]2)[CH2:12][C:13]([OH:15])=[O:14])[O:8][N:7]=1. Procedure details: A solution of tert-butyl (3R)-3-{3-[(2-amino-2-oxoethoxy)methyl]-1,2,4-oxadiazol-5-yl}-6-cyclohexylhexanoate (Preparation 90) (280 mg, 0.86 mmol) in dichloromethane (7 ml) was treated with trifluoroacetic acid (3 ml) and stirred at room temperature for 4 hours. The solvent was removed under reduced pressure and the residue azeotroped from toluene and dichloromethane. The oil was purified by column chromatography on silica gel eluting with a gradient system of 100:0:0 (dichloromethane:methanol:ac... Reactants: CCO, NN, COC(=O)C(OC)c1ccc2c(c1)OCCO2, O. Reaction SMILES: [CH3:21][CH2:22][OH:23].[NH2:19][NH2:20].[O:1]1[c:2]2[c:3]([cH:7][c:8]([CH:11]([C:12](=[O:13])[O:14][CH3:15])[O:16][CH3:17])[cH:9][cH:10]2)[O:4][CH2:5][CH2:6]1.[OH2:18]>>[O:1]1[c:2]2[c:3]([cH:7][c:8]([CH:11]([C:12](=[O:13])[NH:19][NH2:20])[O:16][CH3:17])[cH:9][cH:10]2)[O:4][CH2:5][CH2:6]1. Yields the product COC(C(=O)NN)c1ccc2c(c1)OCCO2. The reactants are CCCCCC (hexane), C([O-])([O-])=O.[K+].[K+] (potassium carbonate), COC(C(=O)N(C1=CC=CC=C1)C1=C(C=CC(=C1)Cl)C(CC)=O)=O (N-(5-chloro-2-propionyl-phenyl)-N-phenyl-oxalamic acid methyl ester). Solvent: C(C)(=O)OCC (ethyl acetate), CO (methanol), C(C)(=O)OCC (ethyl acetate). Run at temperature 80 celsius. The product is COC(=O)C=1N(C2=CC(=CC=C2C(C1C)=O)Cl)C1=CC=CC=C1 (7-chloro-3-methyl-4-oxo-1-phenyl-1,4-dihydro-quinoline-2-carboxylic acid methyl ester). Isolated yield 73.6%. RXN SMILES: [CH3:1][O:2][C:3](=[O:24])[C:4]([N:6]([C:13]1[CH:18]=[C:17]([Cl:19])[CH:16]=[CH:15][C:14]=1[C:20](=[O:23])[CH2:21][CH3:22])[C:7]1[CH:12]=[CH:11][CH:10]=[CH:9][CH:8]=1)=O.C(=O)([O-])[O-].[K+].[K+].CCCCCC>CO.C(OCC)(=O)C>[CH3:1][O:2][C:3]([C:4]1[N:6]([C:7]2[CH:12]=[CH:11][CH:10]=[CH:9][CH:8]=2)[C:13]2[C:14]([C:20](=[O:23])[C:21]=1[CH3:22])=[CH:15][CH:16]=[C:17]([Cl:19])[CH:18]=2)=[O:24] |f:1.2.3|. Procedure: To a stirred suspension of N-(5-chloro-2-propionyl-phenyl)-N-phenyl-oxalamic acid methyl ester (15.0 g, 43.5 mmol) in methanol (200 mL) was added potassium carbonate (35.0 g, 253 mmol) at room temperature. The mixture was heated at 80° C. for 1 hr. Completion of the reaction was monitored by silica TLC (mobile phase; hexane:ethyl acetate=7:3; Rf=0.6). The reaction mixture was cooled to room temperature. The reaction mixture was filtered through a sintered glass funnel and the solids were washed ... Reactants: C1CCOC1, COC(=O)COc1ccc(-c2ccc3c(c2)c(Cc2ccccc2)c(-c2ccccc2)n3Cc2ccccc2)cc1, CO, [K+], [OH-]. The product is O=C(O)COc1ccc(-c2ccc3c(c2)c(Cc2ccccc2)c(-c2ccccc2)n3Cc2ccccc2)cc1. RXN SMILES: [CH2:44]1[O:45][CH2:46][CH2:47][CH2:48]1.[CH3:1][O:2][C:3]([CH2:4][O:5][c:6]1[cH:7][cH:8][c:9](-[c:12]2[cH:13][c:14]3[c:15]([CH2:34][c:35]4[cH:36][cH:37][cH:38][cH:39][cH:40]4)[c:16](-[c:28]4[cH:29][cH:30][cH:31][cH:32][cH:33]4)[n:17]([CH2:21][c:22]4[cH:23][cH:24][cH:25][cH:26][cH:27]4)[c:18]3[cH:19][cH:20]2)[cH:10][cH:11]1)=[O:41].[CH3:49][OH:50].[K+:43].[OH-:42]>>[O:2]=[C:3]([CH2:4][O:5][c:6]1[cH:7][cH:8][c:9](-[c:12]2[cH:13][c:14]3[c:15]([CH2:34][c:35]4[cH:36][cH:37][cH:38][cH:39][cH:40]4)[c:16](-[c:28]4[cH:29][cH:30][cH:31][cH:32][cH:33]4)[n:17]([CH2:21][c:22]4[cH:23][cH:24][cH:25][cH:26][cH:27]4)[c:18]3[cH:19][cH:20]2)[cH:10][cH:11]1)[OH:41]. Reactants: O1C(=CC=C1)C=1NC2=C(N1)C=CC(=C2)[N+](=O)[O-] (2-(2-furyl)-5-nitrobenzimidazole), [H][H] (hydrogen). The reagents and catalysts are [Pd] (palladium on carbon). The solvent is C(C)O (ethyl alcohol). The product is NC1=CC2=C(N=C(N2)C=2OC=CC2)C=C1 (5-Amino-2-(2-furyl)benzimidazole). As a reaction SMILES: [O:1]1[CH:5]=[CH:4][CH:3]=[C:2]1[C:6]1[NH:7][C:8]2[CH:14]=[C:13]([N+:15]([O-])=O)[CH:12]=[CH:11][C:9]=2[N:10]=1.[H][H]>C(O)C.[Pd]>[NH2:15][C:13]1[CH:12]=[CH:11][C:9]2[N:10]=[C:6]([C:2]3[O:1][CH:5]=[CH:4][CH:3]=3)[NH:7][C:8]=2[CH:14]=1. Reported procedure: A solution of 2-(2-furyl)-5-nitrobenzimidazole (52 g, 0.2 mole) in 1 liter of absolute ethyl alcohol is reduced (Parr apparatus) using 5 percent palladium on carbon (50 percent wet) catalyst. An uptake of 44 lbs. (100 percent of theory) of hydrogen in one-half hr is noted. After the reduction is complete the catalyst is removed by filtration. The filtrate is used in part D. Run at temperature 110 celsius, time 1 hour. RXN SMILES: [F:1][C:2]1[CH:10]=[C:9]2[C:5]([C:6](/[CH:11]=[CH:12]/[C:13]3[CH:22]=[CH:21][C:20]4[C:15](=[CH:16][CH:17]=[CH:18][CH:19]=4)[CH:14]=3)=[N:7][NH:8]2)=[CH:4]C=1C#N.S(=O)(=O)(O)O.[C:30]([OH:33])(=[O:32])[CH3:31]>O>[F:1][C:2]1[CH:10]=[C:9]2[C:5]([C:6](/[CH:11]=[CH:12]/[C:13]3[CH:22]=[CH:21][C:20]4[C:15](=[CH:16][CH:17]=[CH:18][CH:19]=4)[CH:14]=3)=[N:7][NH:8]2)=[CH:4][C:31]=1[C:30]([OH:33])=[O:32]. The product is FC1=C(C=C2C(=NNC2=C1)\C=C\C1=CC2=CC=CC=C2C=C1)C(=O)O (6-Fluoro-3-[(E)-2-(naphthalen-2-yl)-vinyl]-1H-indazole-5-carboxylic acid). The solvent is O (water). Procedure details: To a suspension of 588 mg of 6-fluoro-3-[(E)-2-(naphthalen-2-yl)-vinyl]-1H-indazole-5-carbonitrile in 3 mL of acetic acid and 1 mL of water was added 3 mL of concentrated sulfuric acid, and stirred at 110° C. for 1 hours. After allowing to cool, the reaction solution was added with ice, and extracted with a mixed solvent of 30 mL ethyl acetate/15 mL tetrahydrofuran. The organic layer was washed with saturated brine, and dried over anhydrous magnesium sulfate. The solvent was evaporated, and the ... Reactants: FC1=C(C=C2C(=NNC2=C1)\C=C\C1=CC2=CC=CC=C2C=C1)C#N (6-fluoro-3-[(E)-2-(naphthalen-2-yl)-vinyl]-1H-indazole-5-carbonitrile), C(C)(=O)O (acetic acid), S(O)(O)(=O)=O (sulfuric acid). Starting materials: aluminium oxide 507-C-I, C1(=CC=CC=C1)O (phenol), ClC(=O)OC1=CC=CC=C1 (phenyl chloroformate). Yields the product C1(=CC=CC=C1)O (phenol), C(OC1=CC=CC=C1)(OC1=CC=CC=C1)=O (diphenyl carbonate). RXN SMILES: [C:1]1([OH:7])[CH:6]=[CH:5][CH:4]=[CH:3][CH:2]=1.Cl[C:9]([O:11][C:12]1[CH:17]=[CH:16][CH:15]=[CH:14][CH:13]=1)=[O:10]>>[C:1]1([OH:7])[CH:6]=[CH:5][CH:4]=[CH:3][CH:2]=1.[C:9](=[O:10])([O:11][C:12]1[CH:17]=[CH:16][CH:15]=[CH:14][CH:13]=1)[O:7][C:1]1[CH:6]=[CH:5][CH:4]=[CH:3][CH:2]=1. Reported procedure: In a 3-necked flask with thermometer and reflux condenser, a mixture of 9.4 g (0.10 mol) of phenol and 15.7 g (0.10 mol) of phenyl chloroformate was heated to 100° C. in the presence of 0.94 g (10 wt. % with reference to phenol) of a powdered aluminium oxide 507-C-I (neutral) from CAMAG. After 5 h reaction time, a phenol conversion of 38% to give diphenyl carbonate was found. Carbonate selectivity was >99%.